From a dataset of the Open Reaction Database (ORD), a public repository of structured organic reaction records. describe an organic reaction: reactants, conditions, products, and yield Reactants: C1CCOC1, CCCCCCC(C)O, COCCOC(=O)N=NC(=O)OCCOC, O, O=C(O)c1ccccc1, c1ccc(P(c2ccccc2)c2ccccc2)cc1. Product: CCCCCCC(C)OC(=O)c1ccccc1. Reaction SMILES: [CH2:54]1[O:55][CH2:56][CH2:57][CH2:58]1.[CH3:1][CH:2]([CH2:3][CH2:4][CH2:5][CH2:6][CH2:7][CH3:8])[OH:9].[CH3:38][O:39][CH2:40][CH2:41][O:42][C:43]([N:44]=[N:45][C:46]([O:47][CH2:48][CH2:49][O:50][CH3:51])=[O:52])=[O:53].[OH2:59].[OH:29][C:30](=[O:31])[c:32]1[cH:33][cH:34][cH:35][cH:36][cH:37]1.[c:10]1([P:11]([c:12]2[cH:13][cH:14][cH:15][cH:16][cH:17]2)[c:18]2[cH:19][cH:20][cH:21][cH:22][cH:23]2)[cH:24][cH:25][cH:26][cH:27][cH:28]1>>[CH3:1][CH:2]([CH2:3][CH2:4][CH2:5][CH2:6][CH2:7][CH3:8])[O:9][C:30](=[O:29])[c:32]1[cH:33][cH:34][cH:35][cH:36][cH:37]1. Conditions: time 4 hour. The yield is 65.0%. Solvent: CN(C)C=O (DMF), O1CCOCC1 (dioxane). The reactants are NC1=C(C(=O)O)C=CC=C1Cl (2-amino-3-chlorobenzoic acid), BrCC(=O)Br (Bromoacetyl bromide). Product: BrCC(=O)NC1=C(C(=O)O)C=CC=C1Cl (2-((2-Bromoacetyl)amino)-3-chlorobenzoic Acid). Procedure details: A solution of 2-amino-3-chlorobenzoic acid (7.0 g, 0.041 mol) in anhydrous DMF (20 mL) and anhydrous dioxane (20 mL) was cooled to 0° C. in a 250 mL 3-necked flask which was fitted with a magnetic stirring bar and a constant additional funnel. Bromoacetyl bromide was added dropwise over a 27 min period while keeping the internal temperature between 0° C. and 2° C. After the addition was complete, the ice-bath was removed and stirring was continued for 4 h. The reaction mixture was cooled using a... As a reaction SMILES: [NH2:1][C:2]1[C:10]([Cl:11])=[CH:9][CH:8]=[CH:7][C:3]=1[C:4]([OH:6])=[O:5].[Br:12][CH2:13][C:14](Br)=[O:15]>CN(C=O)C.O1CCOCC1>[Br:12][CH2:13][C:14]([NH:1][C:2]1[C:10]([Cl:11])=[CH:9][CH:8]=[CH:7][C:3]=1[C:4]([OH:6])=[O:5])=[O:15].